This data is from the Open Reaction Database (ORD), a public repository of structured organic reaction records. The task is: describe an organic reaction: reactants, conditions, products, and yield Starting materials: NC=1C=CC(=C(C1)[C@]1(N=C(O[C@@H](C1)C(F)(F)F)N)CF)F ((4S,6S)-4-(5-amino-2-fluorophenyl)-4-(fluoromethyl)-6-(trifluoromethyl)-5,6-dihydro-4H-1,3-oxazin-2-amine), C(#N)C=1C=C(C(=NC1)C(=O)O)C (5-cyano-3-methylpicolinic acid). The product is NC=1O[C@@H](C[C@@](N1)(CF)C=1C=C(C=CC1F)NC(C1=NC=C(C=C1C)C#N)=O)C(F)(F)F (N-(3-((4S,6S)-2-Amino-4-(fluoromethyl)-6-(trifluoromethyl)-5,6-dihydro-4H-1,3-oxazin-4-yl)-4-fluorophenyl)-5-cyano-3-methylpicolinamide). Reaction SMILES: [NH2:1][C:2]1[CH:3]=[CH:4][C:5]([F:21])=[C:6]([C@:8]2([CH2:19][F:20])[CH2:13][C@@H:12]([C:14]([F:17])([F:16])[F:15])[O:11][C:10]([NH2:18])=[N:9]2)[CH:7]=1.[C:22]([C:24]1[CH:25]=[C:26]([CH3:33])[C:27]([C:30](O)=[O:31])=[N:28][CH:29]=1)#[N:23]>>[NH2:18][C:10]1[O:11][C@H:12]([C:14]([F:17])([F:15])[F:16])[CH2:13][C@:8]([C:6]2[CH:7]=[C:2]([NH:1][C:30](=[O:31])[C:27]3[C:26]([CH3:33])=[CH:25][C:24]([C:22]#[N:23])=[CH:29][N:28]=3)[CH:3]=[CH:4][C:5]=2[F:21])([CH2:19][F:20])[N:9]=1. Procedure: The coupling of (4S,6S)-4-(5-amino-2-fluorophenyl)-4-(fluoromethyl)-6-(trifluoromethyl)-5,6-dihydro-4H-1,3-oxazin-2-amine (XI-2) and 5-cyano-3-methylpicolinic acid [S. Badiger et al. WO2011009943 (2011)] following General Procedure G yielded the title compound as a light yellow solid. MS: m/z=454.4 [M+H]+.